This data is from the Open Reaction Database (ORD), a public repository of structured organic reaction records. The task is: describe an organic reaction: reactants, conditions, products, and yield Reactants: CCOC(C)=O, ClC(Cl)Cl, [Cu]I, C=Cc1ccc(F)cc1, CCOC(=O)C=[N+]=[N-], CC(=O)[O-], CC(=O)[O-], [Pd+2]. Product: CCOC(=O)C1CC1c1ccc(F)cc1. RXN SMILES: [CH3:22][CH2:23][O:24][C:25](=[O:26])[CH3:27].[CH:18]([Cl:19])([Cl:20])[Cl:21].[Cu:28][I:29].[F:1][c:2]1[cH:3][cH:4][c:5]([CH:6]=[CH2:7])[cH:8][cH:9]1.[N+:10](=[N-:11])=[CH:12][C:13](=[O:14])[O:15][CH2:16][CH3:17].[O-:31][C:32]([CH3:33])=[O:34].[O-:35][C:36]([CH3:37])=[O:38].[Pd+2:30]>>[F:1][c:2]1[cH:3][cH:4][c:5]([CH:6]2[CH2:7][CH:12]2[C:13](=[O:14])[O:15][CH2:16][CH3:17])[cH:8][cH:9]1.